This data is from the Open Reaction Database (ORD), a public repository of structured organic reaction records. The task is: describe an organic reaction: reactants, conditions, products, and yield Starting materials: ClC1=NC(=C2NC=NC2=N1)Cl (2,6-dichloropurine), C(CC)N (propylamine). The solvent is C(CCC)O (butanol). Reaction conditions: temperature 75 celsius. Product: C(CC)NC1=C2N=CN=C2N=C(N1)Cl (N-propyl-2-chloro-1H-purin-6-amine). As a reaction SMILES: [Cl:1][C:2]1[N:10]=[C:9]2[C:5]([NH:6][CH:7]=[N:8]2)=[C:4](Cl)[N:3]=1.[CH2:12]([NH2:15])[CH2:13][CH3:14]>C(O)CCC>[CH2:12]([NH:15][C:4]1[NH:3][C:2]([Cl:1])=[N:10][C:9]2[C:5]=1[N:6]=[CH:7][N:8]=2)[CH2:13][CH3:14]. Procedure details: 189 mg of 2,6-dichloropurine, 4 ml of butanol and 0.09 ml (1.1 mol) of propylamine are mixed at room temperature and the medium is heated at a temperature of 75° C. for 2 hours 30 minutes. Starting materials: C(C)C1=C(C=O)C(=CC=C1O)CC (2,6-diethyl-3-hydroxy-benzaldehyde), C([O-])([O-])=O.[Cs+].[Cs+] (cesium carbonate), C(C1=CC=CC=C1)Br (benzyl bromide). Yields the product C(C1=CC=CC=C1)OC=1C(=C(C=O)C(=CC1)CC)CC (3-Benzyloxy-2,6-diethyl-benzaldehyde). RXN SMILES: [CH2:1]([C:3]1[C:10]([OH:11])=[CH:9][CH:8]=[C:7]([CH2:12][CH3:13])[C:4]=1[CH:5]=[O:6])[CH3:2].C(=O)([O-])[O-].[Cs+].[Cs+].[CH2:20](Br)[C:21]1[CH:26]=[CH:25][CH:24]=[CH:23][CH:22]=1>>[CH2:20]([O:11][C:10]1[C:3]([CH2:1][CH3:2])=[C:4]([C:7]([CH2:12][CH3:13])=[CH:8][CH:9]=1)[CH:5]=[O:6])[C:21]1[CH:26]=[CH:25][CH:24]=[CH:23][CH:22]=1 |f:1.2.3|. Reported procedure: 3-Benzyloxy-2,6-diethyl-benzaldehyde was prepared from 2,6-diethyl-3-hydroxy-benzaldehyde, cesium carbonate and benzyl bromide in analogy to Example 213b): yellow oil; 1H-NMR (CDCl3): 1.20 (3H, t, CH3), 1.21 (3H, t, CH3), 2.87 (2H, q, CH2), 3.03 (2H, q, CH2), 5.09 (2H, s, OCH2), 7.04 (2H, ABq, 2×ArH), 7.33-7.45 (5H, m, Ph), 10.58 (1H, s, CH═O). Reactants: CN(C)CCC[Mg]Cl (3-(N,N-dimethylamino)propylmagnesium chloride), C(C)(C)(C)N (t-Butylamine), O=P(Cl)(Cl)Cl (POCl3), C1(=O)OCC2=CC=CC=C12 (phthalide), C(=O)(O)C=1C=C2COC(=O)C2=CC1 (5-carboxyphthalide), CN(CCN(C)C)C (N,N,N′,N′-tetramethylethylenediamine), N (ammonia), CS(=O)(=O)Cl (Methanesulfonyl chloride), O=P(Cl)(Cl)Cl (POCl3), FC1=CC=C(C=C1)[Mg]Br (p-fluorophenylmagnesium bromide), [Br-].[Mg+2].[Br-] (magnesium bromide). Run in CN(C)C=O (DMF), O (water), O (water), C1CCOC1 (THF), C1(=CC=CC=C1)C (Toluene), C1CCOC1 (THF), CN(C)C=O (DMF). Run at time 30 minute. The product is CN(C)CCCC1(C=2C=CC(=CC2CO1)C#N)C=3C=CC(=CC3)F (citalopram). As a reaction SMILES: [C:1]([C:4]1[CH:5]=[C:6]2[C:11](=[CH:12][CH:13]=1)[C:9](=O)[O:8][CH2:7]2)(O)=O.C[N:15](C)CCN(C)C.[F:22][C:23]1[CH:28]=[CH:27][C:26]([Mg]Br)=[CH:25][CH:24]=1.[Br-].[Mg+2].[Br-].C1(C2C(=CC=CC=2)CO1)=O.[CH3:44][N:45]([CH2:47][CH2:48][CH2:49][Mg]Cl)[CH3:46].CS(Cl)(=O)=O.O=P(Cl)(Cl)Cl.C(N)(C)(C)C.N>C1COCC1.O.C1(C)C=CC=CC=1.CN(C=O)C>[CH3:44][N:45]([CH2:47][CH2:48][CH2:49][C:9]1([C:26]2[CH:25]=[CH:24][C:23]([F:22])=[CH:28][CH:27]=2)[O:8][CH2:7][C:6]2[CH:5]=[C:4]([C:1]#[N:15])[CH:13]=[CH:12][C:11]1=2)[CH3:46] |f:3.4.5|. Procedure details: To a stirred solution/suspension of 5-carboxyphthalide (57 mmol) and N,N,N′,N′-tetramethylethylenediamine (144 mmol) in THF (200 mL) was added a solution of p-fluorophenylmagnesium bromide (approx. 0.5 M) and magnesium bromide (approx 0.125 M) in THF dropwise until no more starting phthalide remained. A solution of 3-(N,N-dimethylamino)propylmagnesium chloride (approx. 2 M in THF/heptane) was added dropwise until no more of the previous intermediate remained. Methanesulfonyl chloride (228 mmol) ...